Dataset: the Open Reaction Database (ORD), a public repository of structured organic reaction records. Task: describe an organic reaction: reactants, conditions, products, and yield Starting materials: CCOC(C)=O, CC(C)C(NC(=O)OC(C)(C)C)C(=O)OCCCC(=O)OCc1ccccc1, CO, [Pd]. Yields the product CC(C)C(NC(=O)OC(C)(C)C)C(=O)OCCCC(=O)O. Reaction SMILES: [C:31]([O:32][CH2:33][CH3:34])(=[O:35])[CH3:36].[CH2:1]([c:2]1[cH:3][cH:4][cH:5][cH:6][cH:7]1)[O:8][C:9]([CH2:10][CH2:11][CH2:12][O:13][C:14]([CH:15]([NH:16][C:17](=[O:18])[O:19][C:20]([CH3:21])([CH3:22])[CH3:23])[CH:24]([CH3:25])[CH3:26])=[O:27])=[O:28].[CH3:29][OH:30].[Pd:37]>>[O:8]=[C:9]([CH2:10][CH2:11][CH2:12][O:13][C:14]([CH:15]([NH:16][C:17](=[O:18])[O:19][C:20]([CH3:21])([CH3:22])[CH3:23])[CH:24]([CH3:25])[CH3:26])=[O:27])[OH:28]. Starting materials: Clc1nn2cnnc2c2c1CCCC2, NCCCN1CCCC1. Product: c1nnc2c3c(c(NCCCN4CCCC4)nn12)CCCC3. RXN SMILES: [Cl:1][c:2]1[n:3][n:4]2[c:5]([c:6]3[c:11]1[CH2:10][CH2:9][CH2:8][CH2:7]3)[n:12][n:13][cH:14]2.[NH2:15][CH2:16][CH2:17][CH2:18][N:19]1[CH2:20][CH2:21][CH2:22][CH2:23]1>>[c:2]1([NH:15][CH2:16][CH2:17][CH2:18][N:19]2[CH2:20][CH2:21][CH2:22][CH2:23]2)[n:3][n:4]2[c:5]([c:6]3[c:11]1[CH2:10][CH2:9][CH2:8][CH2:7]3)[n:12][n:13][cH:14]2. Starting materials: B(Br)(Br)Br (boron tribromide), C(C)N(CCCC)C1=C2C(=NC=3N1N=C(C3C3=C(C=C(C=C3)OC)C)COC)CCC2 (8-(N-ethyl-N-n-butylamino)-2-methoxymethyl-3-(2-methyl-4-methoxyphenyl)-6,7-dihydro-5H-cyclopenta[d]pyrazolo[1,5-a]pyrimidine), C([O-])(O)=O.[Na+] (sodium bicarbonate). Run in C(Cl)Cl (methylene chloride), C(Cl)Cl (methylene chloride). Run at temperature -30 celsius, time 5 hour. Product: C(C)N(CCCC)C1=C2C(=NC=3N1N=C(C3C3=C(C=C(C=C3)O)C)CO)CCC2 (8-(N-ethyl-N-n-butylamino)-2-hydroxymethyl-3-(2-methyl-4-hydroxyphenyl)-6,7-dihydro-5H-cyclopenta[d]pyrazolo[1,5-a]pyrimidine). Yield: 64.1%. RXN SMILES: [CH2:1]([N:3]([C:8]1[N:13]2[N:14]=[C:15]([CH2:26][O:27]C)[C:16]([C:17]3[CH:22]=[CH:21][C:20]([O:23]C)=[CH:19][C:18]=3[CH3:25])=[C:12]2[N:11]=[C:10]2[CH2:29][CH2:30][CH2:31][C:9]=12)[CH2:4][CH2:5][CH2:6][CH3:7])[CH3:2].B(Br)(Br)Br.C(=O)(O)[O-].[Na+]>C(Cl)Cl>[CH2:1]([N:3]([C:8]1[N:13]2[N:14]=[C:15]([CH2:26][OH:27])[C:16]([C:17]3[CH:22]=[CH:21][C:20]([OH:23])=[CH:19][C:18]=3[CH3:25])=[C:12]2[N:11]=[C:10]2[CH2:29][CH2:30][CH2:31][C:9]=12)[CH2:4][CH2:5][CH2:6][CH3:7])[CH3:2] |f:2.3|. Procedure: To a solution of the compound prepared in Example 2(1) (506 mg) in methylene chloride (14 ml) which was cooled to −78° C., 1M boron tribromide in methylene chloride (12 ml) was added. The mixture was stirred for 30 minutes at −78° C. and for 5 hours at −30° C. The reaction mixture was poured into a saturated aqueous solution of sodium bicarbonate and the resultant solution was extracted with ethyl acetate. The organic layer was washed with a saturated aqueous solution of sodium chloride, dried o... Reactants: C(C)OC(C(C=1N=NN(N1)C(C)(C1=CC=CC=C1)C)OC1=CC=C(C=C1)C[C@@H](C(NCCCCC1=CC=CC=C1)=O)NC(C1=CC=CC=C1)=O)=O ({4-[(2S)-2-benzoylamino-2-(4-phenyl-butylcarbamoyl)-ethyl]-phenoxy}-[2-(1-methyl-1-phenyl-ethyl)-2H-tetrazol-5-yl]-acetic acid ethyl ester), [OH-].[Na+] (NaOH). Run in CCOC(=O)C (EtOAc), O (water), Cl (HCl), CCO (EtOH). Reaction conditions: time 1.5 hour. The product is C(C1=CC=CC=C1)(=O)N[C@@H](CC1=CC=C(OC(C(=O)O)C=2N=NN(N2)C(C)(C2=CC=CC=C2)C)C=C1)C(NCCCCC1=CC=CC=C1)=O ({4-[(2S)-2-benzoylamino-2-(4-phenyl-butylcarbamoyl)-ethyl]-phenoxy}-[2-(1-methyl-1-phenyl-ethyl)-2H-tetrazol-5-yl]-acetic acid). As a reaction SMILES: C([O:3][C:4](=[O:51])[CH:5]([O:20][C:21]1[CH:26]=[CH:25][C:24]([CH2:27][C@H:28]([NH:42][C:43](=[O:50])[C:44]2[CH:49]=[CH:48][CH:47]=[CH:46][CH:45]=2)[C:29](=[O:41])[NH:30][CH2:31][CH2:32][CH2:33][CH2:34][C:35]2[CH:40]=[CH:39][CH:38]=[CH:37][CH:36]=2)=[CH:23][CH:22]=1)[C:6]1[N:7]=[N:8][N:9]([C:11]([CH3:19])([C:13]2[CH:18]=[CH:17][CH:16]=[CH:15][CH:14]=2)[CH3:12])[N:10]=1)C.[OH-].[Na+]>CCO.CCOC(C)=O.O.Cl>[C:43]([NH:42][C@H:28]([C:29](=[O:41])[NH:30][CH2:31][CH2:32][CH2:33][CH2:34][C:35]1[CH:40]=[CH:39][CH:38]=[CH:37][CH:36]=1)[CH2:27][C:24]1[CH:23]=[CH:22][C:21]([O:20][CH:5]([C:6]2[N:7]=[N:8][N:9]([C:11]([CH3:19])([C:13]3[CH:14]=[CH:15][CH:16]=[CH:17][CH:18]=3)[CH3:12])[N:10]=2)[C:4]([OH:51])=[O:3])=[CH:26][CH:25]=1)(=[O:50])[C:44]1[CH:45]=[CH:46][CH:47]=[CH:48][CH:49]=1 |f:1.2|. Procedure details: A solution of {4-[(2S)-2-benzoylamino-2-(4-phenyl-butylcarbamoyl)-ethyl]-phenoxy}-[2-(1methyl-1-phenyl-ethyl)-2H-tetrazol-5-yl]-acetic acid ethyl ester of Step C (0.070 g, 0.10 mmol) in EtOH (2 mL) is treated with 2 N NaOH (1 mL). After 1.5 h, the reaction is diluted with EtOAc, water and 10% HCl and the layers separated. The organic layer is washed with water and brine, dried (MgSO4) and concentrated to provide {4-[(2S)-2-benzoylamino-2-(4-phenyl-butylcarbamoyl)-ethyl]-phenoxy}-[2-(1-methyl-1-p...